From a dataset of the Open Reaction Database (ORD), a public repository of structured organic reaction records. describe an organic reaction: reactants, conditions, products, and yield The reactants are C(C)(C)(C)OC(=O)NCCOC1=C(C(=O)NC2=C(C(=O)NC3=NC=C(C=C3)Cl)C=C(C=C2)F)C=CC(=C1)F (2-[2-(2-tert-butoxycarbonylaminoethoxy)-4-fluorobenzoylamino]-N-(5-chloropyridin-2-yl)-5-fluorobenzamide), C(=O)([O-])[O-].[K+].[K+] (K2CO3). Solvent: N1CCOCC1 (morpholine). Run at temperature 100 celsius. The product is C(C)(C)(C)OC(=O)NCCOC1=C(C(=O)NC2=C(C(=O)NC3=NC=C(C=C3)Cl)C=C(C=C2)F)C=CC(=C1)N1CCOCC1 (2-[2-(2-tert-Butoxycarbonylaminoethoxy)-4-(morpholin-4-yl)benzoylamino]-N-(5-chloropyridin-2-yl)-5-fluorobenzamide). RXN SMILES: [C:1]([O:5][C:6]([NH:8][CH2:9][CH2:10][O:11][C:12]1[CH:37]=[C:36](F)[CH:35]=[CH:34][C:13]=1[C:14]([NH:16][C:17]1[CH:32]=[CH:31][C:30]([F:33])=[CH:29][C:18]=1[C:19]([NH:21][C:22]1[CH:27]=[CH:26][C:25]([Cl:28])=[CH:24][N:23]=1)=[O:20])=[O:15])=[O:7])([CH3:4])([CH3:3])[CH3:2].[C:39]([O-:42])([O-])=O.[K+].[K+]>N1CCOCC1>[C:1]([O:5][C:6]([NH:8][CH2:9][CH2:10][O:11][C:12]1[CH:37]=[C:36]([N:8]2[CH2:6][CH2:39][O:42][CH2:10][CH2:9]2)[CH:35]=[CH:34][C:13]=1[C:14]([NH:16][C:17]1[CH:32]=[CH:31][C:30]([F:33])=[CH:29][C:18]=1[C:19]([NH:21][C:22]1[CH:27]=[CH:26][C:25]([Cl:28])=[CH:24][N:23]=1)=[O:20])=[O:15])=[O:7])([CH3:4])([CH3:3])[CH3:2] |f:1.2.3|. Procedure details: A mixture of 2-[2-(2-tert-butoxycarbonylaminoethoxy)-4-fluorobenzoylamino]-N-(5-chloropyridin-2-yl)-5-fluorobenzamide (0.8 g, 1.5 mmol), morpholine (10 mL), and K2CO3 (0.2 g) was heated in a sealed tube at 100° C. for 12 hours and then 120° C. for 4 h. Starting materials: CCOC(=O)c1cnc2nc(C)c(OCC)cc2c1Cl, Nc1ccc(Oc2ccccc2)nc1. RXN SMILES: [Cl:1][c:2]1[c:3]([C:16](=[O:17])[O:18][CH2:19][CH3:20])[cH:4][n:5][c:6]2[n:7][c:8]([CH3:15])[c:9]([O:12][CH2:13][CH3:14])[cH:10][c:11]12.[NH2:21][c:22]1[cH:23][cH:24][c:25]([O:28][c:29]2[cH:30][cH:31][cH:32][cH:33][cH:34]2)[n:26][cH:27]1>>[ClH:1].[c:2]1([NH:21][c:22]2[cH:23][cH:24][c:25]([O:28][c:29]3[cH:30][cH:31][cH:32][cH:33][cH:34]3)[n:26][cH:27]2)[c:3]([C:16](=[O:17])[O:18][CH2:19][CH3:20])[cH:4][n:5][c:6]2[n:7][c:8]([CH3:15])[c:9]([O:12][CH2:13][CH3:14])[cH:10][c:11]12. Yields the product Cl, CCOC(=O)c1cnc2nc(C)c(OCC)cc2c1Nc1ccc(Oc2ccccc2)nc1. The reactants are CN1C(N(C(C=C1NCCNCCO)=O)C)=O (1,3-dimethyl-6-[2-(2-hydroxyethylamino)ethylamino]-2,4(1H,3H)-pyrimidinedione), CN1C(N(C(C=C1NCCNCCO)=O)C)=O (1,3-dimethyl-6-[2-(2-hydroxyethylamino)ethylamino]-2,4(1H,3H)-pyrimidinedione), C1(=CC=CC=C1)C=1OC2=C(C(C1C)=O)C(=CC=C2)OCCCBr (3-(2-phenyl-3-methyl-4-oxo-4H-1-benzopyran-5-yl)oxypropyl bromide), C1(=CC=CC=C1)C=1OC2=C(C(C1C)=O)C(=CC=C2)OCCCBr (3-(2-phenyl-3-methyl-4-oxo-4H-1-benzopyran-5-yl)oxypropyl bromide), C(C(=O)[O-])(=O)[O-] (oxalate), C(C(=O)O)(=O)O.CN1C(N(C(C=C1NCCN(CCCOC1=CC=CC2=C1C(C(=C(O2)C2=CC=CC=C2)C)=O)CCO)=O)C)=O (1,3-dimethyl-6-(2-[N-hydroxyethyl-N-[3-(2-phenyl-3-methyl-4-oxo-4H-1-benzopyran-5-yl)oxypropyl]amino]ethylamino)-2,4(1H,3H)-pyrimidinedione oxalate). Run in C(C)N(CC)CC (triethylamine), CN(C=O)C (N,N-dimethylformamide). The product is CN1C(N(C(C=C1NCCN(CCCOC1=CC=CC2=C1C(C(=C(O2)C2=CC=CC=C2)C)=O)CCO)=O)C)=O (1,3-dimethyl-6-(2-[N-hydroxyethyl-N-[3-(2-phenyl-3-methyl-4-oxo-4H-1-benzopyran-5-yl)oxypropyl]amino]ethyl-amino)-2,4(1H,3H)-pyrimidinedione). The yield is 55.0%. As a reaction SMILES: CN1C(NCCNCCO)=CC(=O)N(C)C1=O.C1(C2OC3C=CC=C(OCCCBr)C=3C(=O)C=2C)C=CC=CC=1.C([O-])(=O)C([O-])=O.C(O)(=O)C(O)=O.[CH3:53][N:54]1[C:59]([NH:60][CH2:61][CH2:62][N:63]([CH2:86][CH2:87][OH:88])[CH2:64][CH2:65][CH2:66][O:67][C:68]2[C:73]3[C:74](=[O:85])[C:75]([CH3:84])=[C:76]([C:78]4[CH:83]=[CH:82][CH:81]=[CH:80][CH:79]=4)[O:77][C:72]=3[CH:71]=[CH:70][CH:69]=2)=[CH:58][C:57](=[O:89])[N:56]([CH3:90])[C:55]1=[O:91]>CN(C)C=O.C(N(CC)CC)C>[CH3:53][N:54]1[C:59]([NH:60][CH2:61][CH2:62][N:63]([CH2:86][CH2:87][OH:88])[CH2:64][CH2:65][CH2:66][O:67][C:68]2[C:73]3[C:74](=[O:85])[C:75]([CH3:84])=[C:76]([C:78]4[CH:79]=[CH:80][CH:81]=[CH:82][CH:83]=4)[O:77][C:72]=3[CH:71]=[CH:70][CH:69]=2)=[CH:58][C:57](=[O:89])[N:56]([CH3:90])[C:55]1=[O:91] |f:3.4|. Procedure details: In 5 ml of N,N-dimethylformamide, reaction was carried out at 90° C. for 1 hour among 0.68 g of 1,3-dimethyl-6-[2-(2-hydroxyethylamino)ethylamino]-2,4-(1H,3H)-pyrimidinedione (Compound 15), 0.96 g of 3-(2-phenyl-3-methyl-4-oxo-4H-1-benzopyran-5-yl)oxypropyl bromide (Compound 16) and 1 ml of triethylamine. The resultant reaction solution was concentrated under reduced pressure, and the residue was dissolved in chloroform and then washed with water. The thus water-washed chloroform layer was dried... The reactants are ( 13 ), NC1=C(C(=NO1)C(=O)OCC)C1=CC=CC=C1 (ethyl 5-amino-4-phenyl-3-isoxazolecarboxylate), O (water), O1CCCC1 (tetrahydrofuran), N(=O)[O-].[Na+] (sodium nitrite), O (water). The solvent is C(C)(=O)O (acetic acid). Product: C1(=CC=CC=C1)C=1C(=NOC1)C(=O)OCC (ethyl 4-phenyl-3-isoxazolecarboxylate). Isolated yield 54.9%. RXN SMILES: N[C:2]1[O:6][N:5]=[C:4]([C:7]([O:9][CH2:10][CH3:11])=[O:8])[C:3]=1[C:12]1[CH:17]=[CH:16][CH:15]=[CH:14][CH:13]=1.O.O1CCCC1.N([O-])=O.[Na+]>C(O)(=O)C>[C:12]1([C:3]2[C:4]([C:7]([O:9][CH2:10][CH3:11])=[O:8])=[N:5][O:6][CH:2]=2)[CH:13]=[CH:14][CH:15]=[CH:16][CH:17]=1 |f:3.4|. Reported procedure: In an analogous manner to that described in J. Org. Chem. 50 (13) 1985, 2372-2375, 7.6 g (32.72 mmol) of ethyl 5-amino-4-phenyl-3-isoxazolecarboxylate in 160 ml of glacial acetic acid, 50 mo of water and 80 ml of tetrahydrofuran were treated portionwise at 15°-20° while stirring within 1hour with a total of 22.6 g of sodium nitrite. The reaction mixture was thereafter poured into 1 liter of water and extracted 3 times with 400 ml of methylene chloride each time. The organic phases were combined ... Yields the product Cl.CN(CCN(C(=O)N1CCC(CCC2=C1C=CC=C2)C2=CC=CC=C2)C)C (N-(2-dimethylaminoethyl)-1,2,3,4,5,6-hexahydro-N-methyl-4-phenyl-benzazocine-1carboxamide hydrochloride). Starting materials: 3,4,5,6-tetrahydro-4-phenyl-1-benzazocin-2(H), C1(=CC=CC=C1)C1SC2=C(NC(C1)=O)C=CC=C2 (2,3-dihydro-2-phenyl-1,5-benzothiazepin-4-one), Cl.CN(CCN(C(=O)N1CCC(SC2=C1C=CC=C2)C2=CC=CC=C2)C)C (N-[2-(Dimethylamino)ethyl]-2,3,4,5-tetrahydro-N-methyl-2-phenyl-1,5-benzothiazepine-5-carboxamide, Hydrochloride). Reported procedure: By substituting an equivalent amount of 3,4,5,6-tetrahydro-4-phenyl-1-benzazocin-2(H)-one, m.p. 188°-189° (prepared as described in Example 1 of U.S. patent application, Ser. No. 418,910, filed Dec. 16, 1964), for the 2,3-dihydro-2-phenyl-1,5-benzothiazepin-4-one in part (A) of Example 1 and carrying out the precedure of the Example, there is obtained N-(2-dimethylaminoethyl)-1,2,3,4,5,6-hexahydro-N-methyl-4-phenyl-benzazocine-1carboxamide hydrochloride. Reaction SMILES: [C:1]1(C2CC(=O)NC3C=CC=CC=3S2)C=CC=C[CH:2]=1.[ClH:19].[CH3:20][N:21]([CH3:45])[CH2:22][CH2:23][N:24]([CH3:44])[C:25]([N:27]1[C:33]2[CH:34]=[CH:35][CH:36]=[CH:37][C:32]=2S[CH:30]([C:38]2[CH:43]=[CH:42][CH:41]=[CH:40][CH:39]=2)[CH2:29][CH2:28]1)=[O:26]>>[ClH:19].[CH3:20][N:21]([CH3:45])[CH2:22][CH2:23][N:24]([CH3:44])[C:25]([N:27]1[C:33]2[CH:34]=[CH:35][CH:36]=[CH:37][C:32]=2[CH2:2][CH2:1][CH:30]([C:38]2[CH:43]=[CH:42][CH:41]=[CH:40][CH:39]=2)[CH2:29][CH2:28]1)=[O:26] |f:1.2,3.4|. The reactants are COc1cc(N2CCN(C(=O)Cn3nc(Br)c(Cl)c3C)CC2)ccc1Cl, OB(O)c1ccoc1. Yields the product COc1cc(N2CCN(C(=O)Cn3nc(-c4ccoc4)c(Cl)c3C)CC2)ccc1Cl. As a reaction SMILES: [Cl:1][c:2]1[c:3]([Br:26])[n:4][n:5]([CH2:8][C:9](=[O:10])[N:11]2[CH2:12][CH2:13][N:14]([c:17]3[cH:18][c:19]([O:24][CH3:25])[c:20]([Cl:23])[cH:21][cH:22]3)[CH2:15][CH2:16]2)[c:6]1[CH3:7].[o:27]1[cH:28][c:29]([B:32]([OH:33])[OH:34])[cH:30][cH:31]1>>[Cl:1][c:2]1[c:3](-[c:29]2[cH:28][o:27][cH:31][cH:30]2)[n:4][n:5]([CH2:8][C:9](=[O:10])[N:11]2[CH2:12][CH2:13][N:14]([c:17]3[cH:18][c:19]([O:24][CH3:25])[c:20]([Cl:23])[cH:21][cH:22]3)[CH2:15][CH2:16]2)[c:6]1[CH3:7].